This data is from the Open Reaction Database (ORD), a public repository of structured organic reaction records. The task is: describe an organic reaction: reactants, conditions, products, and yield Starting materials: ice water, [H-].[Na+] (Sodium hydride), OC=1C=NC=CC1 (3-hydroxypyridine), BrCCCCCCBr (1,6-dibromohexane). Run in CS(=O)C (dimethylsulphoxide). Yields the product N1=CC(=CC=C1)OCCCCCCOC=1C=NC=CC1 (1,6-bis-pyrid-3-yloxyhexane). Reaction SMILES: [H-].[Na+].[OH:3][C:4]1[CH:5]=[N:6][CH:7]=[CH:8][CH:9]=1.Br[CH2:11][CH2:12][CH2:13][CH2:14][CH2:15][CH2:16]Br>CS(C)=O>[N:6]1[CH:7]=[CH:8][CH:9]=[C:4]([O:3][CH2:11][CH2:12][CH2:13][CH2:14][CH2:15][CH2:16][O:3][C:4]2[CH:5]=[N:6][CH:7]=[CH:8][CH:9]=2)[CH:5]=1 |f:0.1|. Reported procedure: Sodium hydride (1.32g.) was added portionwise under an atmosphere of nitrogen during 30 minutes, to a stirred solution of 3-hydroxypyridine (2.85g.) in dry dimethylsulphoxide (28ml.) cooled to below 25°C. When reaction ceased, 1,6-dibromohexane (3.66g.) was added dropwise with stirring and cooling, and the resulting mixture was stirred a further 31/2 hours. The mixture was poured into ice-water, and the precipitated product was filtered off and crystallised from petroleum ether (b.p.60°- 80°C.),...